Dataset: the Open Reaction Database (ORD), a public repository of structured organic reaction records. Task: describe an organic reaction: reactants, conditions, products, and yield The reactants are [BH3-]C#N, COC(=O)Cc1ccc(OC)c(-c2ccc(C(F)(F)F)cc2C=O)c1, CN, CC(=O)O, ClCCl, [Na+], [Na+], O=C([O-])O. The product is CNCc1cc(C(F)(F)F)ccc1-c1cc(CC(=O)OC)ccc1OC. RXN SMILES: [C:28](#[N:29])[BH3-:30].[CH3:1][O:2][C:3]([CH2:4][c:5]1[cH:6][c:7](-[c:13]2[c:14]([CH:23]=[O:24])[cH:15][c:16]([C:19]([F:20])([F:21])[F:22])[cH:17][cH:18]2)[c:8]([O:11][CH3:12])[cH:9][cH:10]1)=[O:25].[CH3:26][NH2:27].[CH3:40][C:41](=[O:42])[OH:43].[Cl:37][CH2:38][Cl:39].[Na+:31].[Na+:36].[O-:32][C:33]([OH:34])=[O:35]>>[CH3:1][O:2][C:3]([CH2:4][c:5]1[cH:6][c:7](-[c:13]2[c:14]([CH2:23][NH:29][CH3:28])[cH:15][c:16]([C:19]([F:20])([F:21])[F:22])[cH:17][cH:18]2)[c:8]([O:11][CH3:12])[cH:9][cH:10]1)=[O:25]. Reactants: ClCl (chlorine), FC1=CC=C(C=NO)C=C1 (4-fluorobenzaldoxime), C(=O)=O.CC(=O)C (dry ice acetone). Run in C(Cl)(Cl)Cl (chloroform). Reaction conditions: time 1 hour. The product is FC1=CC=C(C(=NO)Cl)C=C1 (4-fluorobenzohydroximoyl chloride). The yield is 48.1%. Reaction SMILES: [F:1][C:2]1[CH:10]=[CH:9][C:5]([CH:6]=[N:7][OH:8])=[CH:4][CH:3]=1.[Cl:11]Cl.C(=O)=O.CC(C)=O>C(Cl)(Cl)Cl>[F:1][C:2]1[CH:10]=[CH:9][C:5]([C:6]([Cl:11])=[N:7][OH:8])=[CH:4][CH:3]=1 |f:2.3|. Procedure details: A solution of 25 g of 4-fluorobenzaldoxime in 200 ml of chloroform was cooled to 0° to -10°. From a pressure bottle, 14.2 g of chlorine was run into a flask cooled by dry ice-acetone and allowed to distill into the aldoxime solution, the solution being maintained at 0° ± 5°. The reaction mixture was stirred for one hour in an ice bath while nitrogen was bubbled through the solution. The chloroform was evaporated to leave an oil to which hexane was added quickly. The solid which separated was rec... Starting materials: CC1=C2C(CCSC2=C(C=C1Br)C)=O (5,8-dimethyl-6-bromothiochroman-4-one), Cl.CON (O-methylhydroxylamine hydrochloride), C(C)O (ethanol). The solvent is N1=CC=CC=C1 (pyridine). Yields the product CON=C1CCSC2=C(C=C(C(=C12)C)Br)C (4-methoxyimino-5,8-dimethyl-6-bromothiochroman). The yield is 94.4%. RXN SMILES: [CH3:1][C:2]1[C:11]([Br:12])=[CH:10][C:9]([CH3:13])=[C:8]2[C:3]=1[C:4](=O)[CH2:5][CH2:6][S:7]2.Cl.[CH3:16][O:17][NH2:18].C(O)C>N1C=CC=CC=1>[CH3:16][O:17][N:18]=[C:4]1[C:3]2[C:8](=[C:9]([CH3:13])[CH:10]=[C:11]([Br:12])[C:2]=2[CH3:1])[S:7][CH2:6][CH2:5]1 |f:1.2|. Procedure: 3.2 Grams (12 mmol) of 5,8-dimethyl-6-bromothiochroman-4-one and 1.9 g (23 mmol) of O-methylhydroxylamine hydrochloride were refluxed in a solvent mixture of 10 ml of ethanol and 10 ml of pyridine under heat for 30 minutes. The solvent was distilled off under reduced pressure, and then 50 ml of 5% hydrochloric acid was added to form a solid. The solid was recovered by filtration, washed with water and dried to give 3.4 g of 4-methoxyimino-5,8-dimethyl-6-bromothiochroman (yield 93%). The reactants are CC1=C(N=C(O1)C1=CC=CC=C1)COC1=CC=C(CON)C=C1 (4-(5-methyl-2-phenyl-4-oxazolylmethoxy)benzyloxyamine), O1C(=CC=C1)C(CCC(=O)OCC)=O (ethyl 4-(2-furyl)-4-oxobutyrate), C(C)(=O)O (acetic acid), C(C)(=O)[O-].[Na+] (sodium acetate). The solvent is O (Water), C(C)(=O)OCC.CCCCCC (ethyl acetate hexane), C(C)O (ethanol). Yields the product O1C(=CC=C1)/C(/CCC(=O)OCC)=N/OCC1=CC=C(C=C1)OCC=1N=C(OC1C)C1=CC=CC=C1 (ethyl E-4-(2-furyl)-4-[4-(5-methyl-2-phenyl-4-oxazolylmethoxy)benzyloxyimino]butyrate). Isolated yield 24.1%. As a reaction SMILES: [CH3:1][C:2]1[O:6][C:5]([C:7]2[CH:12]=[CH:11][CH:10]=[CH:9][CH:8]=2)=[N:4][C:3]=1[CH2:13][O:14][C:15]1[CH:23]=[CH:22][C:18]([CH2:19][O:20][NH2:21])=[CH:17][CH:16]=1.[O:24]1[CH:28]=[CH:27][CH:26]=[C:25]1[C:29](=O)[CH2:30][CH2:31][C:32]([O:34][CH2:35][CH3:36])=[O:33].C(O)(=O)C.C([O-])(=O)C.[Na+]>C(OCC)(=O)C.CCCCCC.O.C(O)C>[O:24]1[CH:28]=[CH:27][CH:26]=[C:25]1/[C:29](=[N:21]/[O:20][CH2:19][C:18]1[CH:17]=[CH:16][C:15]([O:14][CH2:13][C:3]2[N:4]=[C:5]([C:7]3[CH:8]=[CH:9][CH:10]=[CH:11][CH:12]=3)[O:6][C:2]=2[CH3:1])=[CH:23][CH:22]=1)/[CH2:30][CH2:31][C:32]([O:34][CH2:35][CH3:36])=[O:33] |f:3.4,5.6|. Procedure details: After a mixture of 4-(5-methyl-2-phenyl-4-oxazolylmethoxy)benzyloxyamine (500 mg), ethyl 4-(2-furyl)-4-oxobutyrate (347 mg), acetic acid (0.276 ml), sodium acetate (264 mg) and ethanol (20 ml) was heated to reflux for 96 hours, the mixture was cooled to room temperature. Water was added to the reaction mixture and extracted with ethyl acetate. The ethyl acetate layer was washed with an aqueous saturated solution of sodium chloride, dried (MgSO4) and concentrated. The residue was subjected to sil...